The task is: describe an organic reaction: reactants, conditions, products, and yield. This data is from the Open Reaction Database (ORD), a public repository of structured organic reaction records. Yields the product O=C(c1c(-c2ccccc2)oc2ccccc2c1=O)N1CCN(Cc2ccccc2)CC1. Reaction SMILES: [CH2:26]([c:27]1[cH:28][cH:29][cH:30][cH:31][cH:32]1)[N:33]1[CH2:34][CH2:35][NH:36][CH2:37][CH2:38]1.[CH3:21][S:22](=[O:23])(=[O:24])[Cl:25].[CH3:39][N:40]([CH3:41])[c:42]1[cH:43][cH:44][n:45][cH:46][cH:47]1.[Cl:48][CH2:49][Cl:50].[o:1]1[c:2](-[c:15]2[cH:16][cH:17][cH:18][cH:19][cH:20]2)[c:3]([C:12](=[O:13])[OH:14])[c:4](=[O:5])[c:6]2[cH:7][cH:8][cH:9][cH:10][c:11]12>>[o:1]1[c:2](-[c:15]2[cH:16][cH:17][cH:18][cH:19][cH:20]2)[c:3]([C:12](=[O:13])[N:36]2[CH2:35][CH2:34][N:33]([CH2:26][c:27]3[cH:28][cH:29][cH:30][cH:31][cH:32]3)[CH2:38][CH2:37]2)[c:4](=[O:5])[c:6]2[cH:7][cH:8][cH:9][cH:10][c:11]12. Reactants: c1ccc(CN2CCNCC2)cc1, CS(=O)(=O)Cl, CN(C)c1ccncc1, ClCCl, O=C(O)c1c(-c2ccccc2)oc2ccccc2c1=O.